Dataset: the Open Reaction Database (ORD), a public repository of structured organic reaction records. Task: describe an organic reaction: reactants, conditions, products, and yield The reactants are OS(=O)(=O)O (H2SO4), C(C)(=O)C1=CC=CC=C1 (acetophenone), [H-].[Na+] (NaH), C(CC)(=O)OCC (ethyl propionate). The reagents and catalysts are CCO (EtOH), C1COC2=CC=CC=C2OCCOCCOC3=CC=CC=C3OCCO1 (dibenzo-18-crown-6). The solvent is C1CCOC1 (THF), C1CCOC1 (THF), C1CCOC1 (THF). Reaction conditions: temperature 0 celsius, time 30 minute. Yields the product C1(=CC=CC=C1)C(CC(CC)=O)=O ((phenyl)-1,3-pentanedione). Yield: 90.8%. RXN SMILES: [H-].[Na+].[C:3]([O:7]CC)(=O)[CH2:4][CH3:5].[C:10]([C:13]1[CH:18]=[CH:17][CH:16]=[CH:15][CH:14]=1)(=[O:12])[CH3:11].OS(O)(=O)=O>C1COCC1.CCO.C1OCCOC2C(=CC=CC=2)OCCOCCOC2C(=CC=CC=2)OC1>[C:13]1([C:10](=[O:12])[CH2:11][C:3](=[O:7])[CH2:4][CH3:5])[CH:18]=[CH:17][CH:16]=[CH:15][CH:14]=1 |f:0.1|. Procedure details: The title compound was prepared according to Popio, V. V. et al. Synthesis (March 1991), pp 195-197. To a stirred suspension of NaH (1.2 g, 50 mmol) and ethyl propionate (5.73 mL. 50 mmol) in 20 mL THF at 20° C. was added EtOH (2 drops), acetophenone (3.0 g, 25 mmol) in 20 mL of THF, and dibenzo-18-crown-6 (150 mg, 0.4 mmol) in 20 mL of THF. Stirred for 30 min, then at reflux for 1 hr. Cooled (0° C.), then added 25 mL of 10% H2SO4 solution and the aqueous was extracted with Et2O. The organics we... Starting materials: C([O-])([O-])=O.[Na+].[Na+] (sodium carbonate), OC=1C(=CC2=CC=CC=C2C1)C(=O)O (3-hydroxy-2naphthoic acid), NC1=CC=2C(=NC(N2)=O)C=C1 (5-aminobenzimidazolone), OC=1C(=CC2=CC=CC=C2C1)C(=O)Cl (3-hydroxy-2-naphthoyl chloride). Solvent: C=1(C(=CC=CC1)C)C (xylene), CN1C(CCC1)=O (N-methylpyrrolidone). Conditions: temperature 100 celsius, time 6.5 hour. The product is C1(CC=CC2=CC=CC=C12)=O (naphthalone). The yield is 414.4%. RXN SMILES: [C:1](=[O:4])([O-])[O-].[Na+].[Na+].NC1C=CC2=NC(=O)N=C2C=1.O[C:19]1[C:20](C(Cl)=O)=[CH:21][C:22]2[C:27]([CH:28]=1)=C[CH:25]=[CH:24][CH:23]=2.OC1C(C(O)=O)=CC2C(C=1)=CC=CC=2>C1(C)C(C)=CC=CC=1.CN1CCCC1=O>[C:1]1(=[O:4])[C:27]2[C:22](=[CH:21][CH:20]=[CH:19][CH:28]=2)[CH:23]=[CH:24][CH2:25]1 |f:0.1.2|. Procedure details: 1750 ml of N-methylpyrrolidone are initially introduced into a 10 1 four-necked flask having a dropping funnel, reflux condenser, internal thermometer and stirrer. 291.5 g (2.75 mol) of sodium carbonate are added to this. 372.5 g (2.5 mol) of 5-aminobenzimidazolone are then added at about 25° C. 3181.8 g of 3-hydroxy-2-naphthoyl chloride (from 494.0 g (2.63 mol) of 3-hydroxy-2naphthoic acid) in xylene are metered into the suspension thus obtained with stirring in the course of 6.5 h at 25°-28° C... Reactants: C([O-])(O)=O.[Na+] (sodium bicarbonate), C(C1=CC=CC=C1)OC=1C=C(N)C=CC1 (3-benzyloxyaniline), BrC1=CC=CC(=N1)C=O (6-bromo-pyridine-2-carboxaldehyde), C(C)(=O)O[BH-](OC(C)=O)OC(C)=O.[Na+] (sodium triacetoxyborohydride), C(C)(=O)O (acetic acid). Solvent: ClCCl (dichloromethane), ClCCCl (1,2-dichloroethane). Run at temperature 40 celsius, time 8 hour. Product: C(C1=CC=CC=C1)OC=1C=C(C=CC1)NCC1=NC(=CC=C1)Br ((3-Benzyloxy-phenyl)-(6-bromo-pyridin-2-ylmethyl)-amine). Isolated yield 79.5%. Reaction SMILES: [CH2:1]([O:8][C:9]1[CH:10]=[C:11]([CH:13]=[CH:14][CH:15]=1)[NH2:12])[C:2]1[CH:7]=[CH:6][CH:5]=[CH:4][CH:3]=1.[Br:16][C:17]1[N:22]=[C:21]([CH:23]=O)[CH:20]=[CH:19][CH:18]=1.C(O[BH-](OC(=O)C)OC(=O)C)(=O)C.[Na+].C(O)(=O)C.C(=O)(O)[O-].[Na+]>ClCCCl.ClCCl>[CH2:1]([O:8][C:9]1[CH:10]=[C:11]([NH:12][CH2:23][C:21]2[CH:20]=[CH:19][CH:18]=[C:17]([Br:16])[N:22]=2)[CH:13]=[CH:14][CH:15]=1)[C:2]1[CH:3]=[CH:4][CH:5]=[CH:6][CH:7]=1 |f:2.3,5.6|. Reported procedure: To a solution of 3-benzyloxyaniline (0.70 g, 3.51 mmol) in 1,2-dichloroethane (10 ml) were added 6-bromo-pyridine-2-carboxaldehyde (0.65 g, 3.51 mmol), sodium triacetoxyborohydride (1.49 g, 7.03 mmol) and acetic acid (0.80 ml, 14.1 mmol). The reaction mixture was shaken at 40° C. overnight. For work-up dichloromethane (100 ml) and 1 M sodium bicarbonate solution (40 ml) were added and the mixture was shaken. The organic layer was separated, dried over magnesium sulfate and evaporated. The residu... Reactants: C(C)(C)C1=CC=C(C=C1)S(=O)(=O)Cl (p-Isopropylbenzenesulfonyl chloride), C1(=CC=CC=C1)C(C)C (cumene), ClC1=NC=NC(=C1C1=CC=C(C=C1)OC)Cl (4,6-dichloro-5-(p-methoxyphenyl)-pyrimidine), [K].C(C)(C)C1=CC=C(C=C1)S(=O)(=O)N (p-isopropylbenzenesulfonamide potassium), sulfonamide. Product: ClC1=C(C(=NC=N1)NS(=O)(=O)C1=CC=C(C=C1)C(C)C)C1=CC=C(C=C1)OC (N-[6-chloro-5-(p-methoxyphenyl)-4-pyrimidinyl]-p-isopropylbenzenesulfonamide). The yield is 57.5%. Reaction SMILES: C(C1C=CC(S(Cl)(=O)=O)=CC=1)(C)C.C1(C(C)C)C=CC=CC=1.Cl[C:24]1[C:29]([C:30]2[CH:35]=[CH:34][C:33]([O:36][CH3:37])=[CH:32][CH:31]=2)=[C:28]([Cl:38])[N:27]=[CH:26][N:25]=1.[K].[CH:40]([C:43]1[CH:48]=[CH:47][C:46]([S:49]([NH2:52])(=[O:51])=[O:50])=[CH:45][CH:44]=1)([CH3:42])[CH3:41]>>[Cl:38][C:28]1[N:27]=[CH:26][N:25]=[C:24]([NH:52][S:49]([C:46]2[CH:47]=[CH:48][C:43]([CH:40]([CH3:42])[CH3:41])=[CH:44][CH:45]=2)(=[O:50])=[O:51])[C:29]=1[C:30]1[CH:35]=[CH:34][C:33]([O:36][CH3:37])=[CH:32][CH:31]=1 |f:3.4,^1:38|. Procedure: p-Isopropylbenzenesulfonyl chloride, boiling point 105° C./0.25 Torr, was prepared from cumene and converted into the corresponding sulfonamide, melting point 104°-105° C. Reaction of 765 mg of 4,6-dichloro-5-(p-methoxyphenyl)-pyrimidine and 925 mg of p-isopropylbenzenesulfonamide potassium yielded 720 mg of N-[6-chloro-5-(p-methoxyphenyl)-4-pyrimidinyl]-p-isopropylbenzenesulfonamide, melting point 181°-182° C. The reactants are [C-]#N, [C-]#N, CN1CCCC1=O, FC(F)(F)c1cc(Br)cnc1N1CCOCC1, O=C(C=Cc1ccccc1)C=Cc1ccccc1, O=C(C=Cc1ccccc1)C=Cc1ccccc1, O=C(C=Cc1ccccc1)C=Cc1ccccc1, [Pd], [Pd], [Zn+2]. Yields the product N#Cc1cnc(N2CCOCC2)c(C(F)(F)F)c1. Reaction SMILES: [C-:25]#[N:26].[C-:28]#[N:29].[CH3:18][N:19]1[CH2:20][CH2:21][CH2:22][C:23]1=[O:24].[O:1]1[CH2:2][CH2:3][N:4]([c:7]2[n:8][cH:9][c:10]([Br:17])[cH:11][c:12]2[C:13]([F:14])([F:15])[F:16])[CH2:5][CH2:6]1.[O:32]=[C:33]([CH:34]=[CH:35][c:36]1[cH:37][cH:38][cH:39][cH:40][cH:41]1)[CH:42]=[CH:43][c:44]1[cH:45][cH:46][cH:47][cH:48][cH:49]1.[O:50]=[C:51]([CH:52]=[CH:53][c:54]1[cH:55][cH:56][cH:57][cH:58][cH:59]1)[CH:60]=[CH:61][c:62]1[cH:63][cH:64][cH:65][cH:66][cH:67]1.[O:68]=[C:69]([CH:70]=[CH:71][c:72]1[cH:73][cH:74][cH:75][cH:76][cH:77]1)[CH:78]=[CH:79][c:80]1[cH:81][cH:82][cH:83][cH:84][cH:85]1.[Pd:30].[Pd:31].[Zn+2:27]>>[O:1]1[CH2:2][CH2:3][N:4]([c:7]2[n:8][cH:9][c:10]([C:18]#[N:19])[cH:11][c:12]2[C:13]([F:14])([F:15])[F:16])[CH2:5][CH2:6]1.